From a dataset of the Open Reaction Database (ORD), a public repository of structured organic reaction records. describe an organic reaction: reactants, conditions, products, and yield Reaction SMILES: [Cl:1][C:2]1[C:7]([Cl:8])=[CH:6][C:5]([CH:9]([NH:11]C(=O)OCC2C=CC=CC=2)[CH3:10])=[C:4]([O:22][CH3:23])[C:3]=1[CH:24]1[CH2:27][N:26]([CH2:28][C:29]([F:32])([F:31])[F:30])[CH2:25]1.[ClH:33].O>CO>[ClH:1].[ClH:33].[Cl:1][C:2]1[C:7]([Cl:8])=[CH:6][C:5]([CH:9]([NH2:11])[CH3:10])=[C:4]([O:22][CH3:23])[C:3]=1[CH:24]1[CH2:25][N:26]([CH2:28][C:29]([F:30])([F:32])[F:31])[CH2:27]1 |f:4.5.6|. Reported procedure: A solution of benzyl (1-{4,5-dichloro-2-methoxy-3-[1-(2,2,2-trifluoroethyl)azetidin-3-yl]phenyl}ethyl)carbamate (190 mg, 0.39 mmol) in methanol (11 mL) was treated with 0.25 M HCl in water (3.9 mL, 0.98 mmol), degassed with nitrogen for 5 minutes, treated with 5% Pt/C (Degussa type) (96 mg, 50 wt %), and stirred under a balloon of hydrogen for 1 hour. The reaction mixture was filtered over a PTFE disposable filter. The filtrate was concentrated to give the desired product (180 mg, 99%) that was ... Reaction conditions: time 1 hour. The solvent is CO (methanol). Yields the product Cl.Cl.ClC1=C(C(=C(C=C1Cl)C(C)N)OC)C1CN(C1)CC(F)(F)F (1-{4,5-Dichloro-2-methoxy-3-[1-(2,2,2-trifluoroethyl)azetidin-3-yl]phenyl}ethanamine dihydrochloride). Yield: 99.0%. Reactants: ClC1=C(C(=C(C=C1Cl)C(C)NC(OCC1=CC=CC=C1)=O)OC)C1CN(C1)CC(F)(F)F (benzyl (1-{4,5-dichloro-2-methoxy-3-[1-(2,2,2-trifluoroethyl)azetidin-3-yl]phenyl}ethyl)carbamate), Cl (HCl), O (water). Reactants: Cl, C1CCOC1, CC(c1ccccc1)N(C(=O)C(F)(F)F)C1CCC2(CC1)OCCO2. Yields the product CC(c1ccccc1)N(C(=O)C(F)(F)F)C1CCC(=O)CC1. RXN SMILES: [ClH:26].[O:27]1[CH2:28][CH2:29][CH2:30][CH2:31]1.[c:1]1([CH:7]([CH3:8])[N:9]([C:10]([C:11]([F:12])([F:13])[F:14])=[O:15])[CH:16]2[CH2:17][CH2:18][C:19]3([O:20][CH2:23][CH2:22][O:21]3)[CH2:24][CH2:25]2)[cH:2][cH:3][cH:4][cH:5][cH:6]1>>[c:1]1([CH:7]([CH3:8])[N:9]([C:10]([C:11]([F:12])([F:13])[F:14])=[O:15])[CH:16]2[CH2:17][CH2:18][C:19](=[O:20])[CH2:24][CH2:25]2)[cH:2][cH:3][cH:4][cH:5][cH:6]1. Reactants: CC#N, O=C(Cl)c1cnn(-c2ccc(Cl)cc2)c1C(F)(F)F, Nc1cccc(C(F)(F)F)c1F. Yields the product O=C(Nc1cccc(C(F)(F)F)c1F)c1cnn(-c2ccc(Cl)cc2)c1C(F)(F)F. Reaction SMILES: [CH3:32][C:33]#[N:34].[Cl:13][c:14]1[cH:15][cH:16][c:17](-[n:20]2[n:21][cH:22][c:23]([C:29](=[O:30])[Cl:31])[c:24]2[C:25]([F:26])([F:27])[F:28])[cH:18][cH:19]1.[F:1][c:2]1[c:3]([NH2:12])[cH:4][cH:5][cH:6][c:7]1[C:8]([F:9])([F:10])[F:11]>>[F:1][c:2]1[c:3]([NH:12][C:29]([c:23]2[cH:22][n:21][n:20](-[c:17]3[cH:16][cH:15][c:14]([Cl:13])[cH:19][cH:18]3)[c:24]2[C:25]([F:26])([F:27])[F:28])=[O:30])[cH:4][cH:5][cH:6][c:7]1[C:8]([F:9])([F:10])[F:11]. Reactants: C1(CCCCC1)P(C1CCCCC1)C1CCCCC1 (tricyclohexylphosphine), ClC1=NC=CN=C1Cl (2,3-dichloropyrazine), FC1=CC=C(C=C1)B(O)O (4-fluorophenyl boronic acid), C([O-])([O-])=O.[Cs+].[Cs+] (cesium carbonate). Reagents/catalysts: C=1C=CC(=CC1)/C=C/C(=O)/C=C/C2=CC=CC=C2.C=1C=CC(=CC1)/C=C/C(=O)/C=C/C2=CC=CC=C2.C=1C=CC(=CC1)/C=C/C(=O)/C=C/C2=CC=CC=C2.[Pd].[Pd] (tris(dibenzylideneacetone)dipalladium(0)). Run in O1CCOCC1 (dioxane). The product is ClC1=NC=CN=C1C1=CC=C(C=C1)F (2-chloro-3-(4-fluorophenyl)pyrazine). Yield: 55.0%. RXN SMILES: Cl[C:2]1[C:7]([Cl:8])=[N:6][CH:5]=[CH:4][N:3]=1.[F:9][C:10]1[CH:15]=[CH:14][C:13](B(O)O)=[CH:12][CH:11]=1.C(=O)([O-])[O-].[Cs+].[Cs+].C1(P(C2CCCCC2)C2CCCCC2)CCCCC1>C1C=CC(/C=C/C(/C=C/C2C=CC=CC=2)=O)=CC=1.C1C=CC(/C=C/C(/C=C/C2C=CC=CC=2)=O)=CC=1.C1C=CC(/C=C/C(/C=C/C2C=CC=CC=2)=O)=CC=1.[Pd].[Pd].O1CCOCC1>[Cl:8][C:7]1[C:2]([C:13]2[CH:14]=[CH:15][C:10]([F:9])=[CH:11][CH:12]=2)=[N:3][CH:4]=[CH:5][N:6]=1 |f:2.3.4,6.7.8.9.10|. Reported procedure: First, 5.06 g of 2,3-dichloropyrazine, 5.23 g of 4-fluorophenyl boronic acid, 22.16 g of cesium carbonate, and 200 mL of dioxane were put in a three-neck flask equipped with a reflux pipe, and 0.467 g of tris(dibenzylideneacetone)dipalladium(0) (abbreviation: Pd2(dba)3) and 2.5 mL of tricyclohexylphosphine (abbreviation: Cy3P) were added thereto while the mixture was stirred under a nitrogen atmosphere, and they were reacted at 85° C. for 11 hours. After the reaction, the reaction solution was c...